Task: describe an organic reaction: reactants, conditions, products, and yield. Dataset: the Open Reaction Database (ORD), a public repository of structured organic reaction records The reactants are Cl.C(C1=CC=CC=C1)N1C2CN(CC1CC2)C(=O)OC(C)(C)C (8-Benzyl-3-(tert-butoxycarbonyl)-3,8-diazabicyclo[3.2.1]octane hydrochloride), [H][H] (hydrogen). Reagents/catalysts: [Pd] (Palladium on carbon). The solvent is CO (methanol). Run at time 4 hour. The product is Cl.C12CN(CC(CC1)N2)C(=O)OC(C)(C)C (tert-Butyl 3,8-diazabicyclo[3.2.1]octane-3-carboxylate hydrochloride). The yield is 97.2%. Reaction SMILES: [ClH:1].C([N:9]1[CH:14]2[CH2:15][CH2:16][CH:10]1[CH2:11][N:12]([C:17]([O:19][C:20]([CH3:23])([CH3:22])[CH3:21])=[O:18])[CH2:13]2)C1C=CC=CC=1.[H][H]>[Pd].CO>[ClH:1].[CH:10]12[NH:9][CH:14]([CH2:15][CH2:16]1)[CH2:13][N:12]([C:17]([O:19][C:20]([CH3:23])([CH3:22])[CH3:21])=[O:18])[CH2:11]2 |f:0.1,5.6|. Procedure details: Palladium on carbon (10% w/w, 500 mg) was added to a solution of 8-benzyl-3-(tert-butoxycarbonyl)-3,8-diazabicyclo[3.2.1]octane hydrochloride (16.5 g, 48.0 mmol, see step (h) above) in methanol (250 mL) under a nitrogen atmosphere at 25° C. The nitrogen atmosphere was exchanged for a hydrogen atmosphere (1 atm of pressure) and the reaction was stirred rapidly. After 4 h the stirring was stopped and the reaction was filtered through a pad of Celite®. The filtrate was concentrated in vacuo to affo... Reactants: NC1=C(C=C(C=C1)C(=O)OC)O (2 -amino-5 -methoxycarbonylphenol), C([O-])([O-])=O.[K+].[K+] (potassium carbonate), ClCC(=O)Cl (2-chloroacetyl chloride), O (water). The solvent is CN(C=O)C (dimethylformamide). Reaction conditions: time 1 hour. Yields the product COC(=O)C1=CC2=C(NC(CO2)=O)C=C1 (7-methoxycarbonyl-3-oxo-3,4-dihydro-2H-1,4-benzoxazine). Isolated yield 73.3%. RXN SMILES: [NH2:1][C:2]1[CH:7]=[CH:6][C:5]([C:8]([O:10][CH3:11])=[O:9])=[CH:4][C:3]=1[OH:12].C(=O)([O-])[O-].[K+].[K+].Cl[CH2:20][C:21](Cl)=[O:22].O>CN(C)C=O>[CH3:11][O:10][C:8]([C:5]1[CH:6]=[CH:7][C:2]2[NH:1][C:21](=[O:22])[CH2:20][O:12][C:3]=2[CH:4]=1)=[O:9] |f:1.2.3|. Procedure details: To a solution of 2 -amino-5 -methoxycarbonylphenol [Tetrahedron, 46(15), 5177-5186 (1990)] (2.20 g) in dimethylformamide (30 ml) were added potassium carbonate (4.00 g) and 2-chloroacetyl chloride (1.50 g) and the mixture was stirred at room temperature for 1 hour. The reaction solution was poured into water to give precipitates, which were taken by filtration and dried to give 7-methoxycarbonyl-3-oxo-3,4-dihydro-2H-1,4-benzoxazine (2.00 g). The reactants are C1CNCCN1, CCCCO, O=[N+]([O-])c1ccc(Cl)cc1, Cl. The product is O=[N+]([O-])c1ccc(N2CCNCC2)cc1. RXN SMILES: [CH2:11]1[CH2:12][NH:13][CH2:14][CH2:15][NH:16]1.[CH2:18]([OH:19])[CH2:20][CH2:21][CH3:22].[Cl:1][c:2]1[cH:3][cH:4][c:5]([N+:8](=[O:9])[O-:10])[cH:6][cH:7]1.[ClH:17]>>[c:2]1([N:13]2[CH2:12][CH2:11][NH:16][CH2:15][CH2:14]2)[cH:3][cH:4][c:5]([N+:8](=[O:9])[O-:10])[cH:6][cH:7]1. Product: C(C1=CC=CC=C1)(=O)O (benzoic acid). Isolated yield 60.0%. The reactants are COCCO[Ca]OCCOC (di(2-methoxyethoxy)-calcium), C1(=CC=CC=C1)[Na] (phenyl-sodium), S(O)(O)(=O)=O (sulfuric acid). Reaction SMILES: COCCO[Ca]O[CH2:8][CH2:9][O:10]C.[C:12]1([Na])C=[CH:16][CH:15]=[CH:14][CH:13]=1.S(=O)(=O)(O)[OH:20]>>[C:9]([OH:10])(=[O:20])[C:8]1[CH:16]=[CH:15][CH:14]=[CH:13][CH:12]=1. Procedure: To the suspension was added 0.2 mole of di(2-methoxyethoxy)-calcium. On stirring the mixture, the phenyl-sodium reacted and went into solution. On carbonation, followed by treatment with dilute sulfuric acid, the mixture gave 14.6 grams of benzoic acid (a 60% yield, based on the amount of chlorobenzene used), illustrating that the sodium-containing, organometallic product had the same reactivity toward carbon dioxide as does phenyl-sodium. The reactants are C(C)(=O)O[C@H]1C(OCC)O[C@@H]([C@H]([C@@H]1OC(C)=O)OC(C)=O)COC(C)=O (ethyl 2,3,4,6-tetra-O-acetyl-glucopyranoside), C[O-].[Na+] (sodium methoxide). The solvent is CO (Methanol). The product is O([C@H]1[C@H](O)[C@@H](O)[C@H](O)[C@H](O1)CO)CC (ethyl β-D-glucopyranoside). Reaction SMILES: C([O:4][C@@H:5]1[C@@H:13]([O:14]C(=O)C)[C@H:12]([O:18]C(=O)C)[C@@H:11]([CH2:22][O:23]C(=O)C)[O:10][CH:6]1[O:7][CH2:8][CH3:9])(=O)C.C[O-].[Na+]>CO>[O:7]([CH2:8][CH3:9])[C@@H:6]1[O:10][C@H:11]([CH2:22][OH:23])[C@@H:12]([OH:18])[C@H:13]([OH:14])[C@H:5]1[OH:4] |f:1.2|. Procedure details: The ethyl 2,3,4,6-tetra-O-acetyl-glucopyranoside was deacetylated with 1M sodium methoxide (2 ml) in Methanol (80 ml) for 20 hours at room temperature. The mixture was neutralized with Amberlite™ IR-120 (H+ -form) and concentrated in vacuo to give the product in quantitative yield as a hygroscopic solid. Reactants: C(CCCC#C)O (5-hexyn-1-ol), COC(CCC1=C(C=CC=C1)O)=O (2-hydroxybenzenepropanoic acid methyl ester), C1(=CC=CC=C1)P(C1=CC=CC=C1)C1=CC=CC=C1 (triphenylphosphine), N(=NC(=O)OCC)C(=O)OCC (diethyl azodicarboxylate). The solvent is O1CCCC1 (tetrahydrofuran). Run at time 100 hour. Yields the product COC(CCC1=C(C=CC=C1)OCCCCC#C)=O (2[(5-hexynyl)oxy]benzenepropanoic acid methyl ester). The yield is 76.8%. Reaction SMILES: [CH2:1](O)[CH2:2][CH2:3][CH2:4][C:5]#[CH:6].[CH3:8][O:9][C:10](=[O:20])[CH2:11][CH2:12][C:13]1[CH:18]=[CH:17][CH:16]=[CH:15][C:14]=1[OH:19].C1(P(C2C=CC=CC=2)C2C=CC=CC=2)C=CC=CC=1.N(C(OCC)=O)=NC(OCC)=O>O1CCCC1>[CH3:8][O:9][C:10](=[O:20])[CH2:11][CH2:12][C:13]1[CH:18]=[CH:17][CH:16]=[CH:15][C:14]=1[O:19][CH2:6][CH2:5][CH2:4][CH2:3][C:2]#[CH:1]. Procedure details: A mixture of 0.98 g (10 mmol) of 5-hexyn-1-ol, 1.98 g (11 mmol) of 2-hydroxybenzenepropanoic acid methyl ester, 2.88 g (11 mmol) of triphenylphosphine, 1.91 g (11 mmol) of diethyl azodicarboxylate, and 220 mL of dry tetrahydrofuran was stirred at room temperature for 100 hr and then concentrated under reduced pressure. The residue was triturated with 9:1 hexane-ether. The solid was filtered with suction and washed with the same solvent mixture. The filtrate and washes were combined and concentra... Reactants: CC(=O)OC=O, O=C([O-])O, [Na+], COc1cc2c(cc1OC)C(O)C(CN1CCC3(CC1)C(=O)NCN3c1ccccc1)C2. Yields the product COc1cc2c(cc1OC)C(OC=O)C(CN1CCC3(CC1)C(=O)NCN3c1ccccc1)C2. Reaction SMILES: [C:1]([O:2][CH:4]=[O:5])(=[O:3])[CH3:6].[C:39](=[O:40])([OH:41])[O-:42].[Na+:43].[OH:7][CH:8]1[CH:9]([CH2:21][N:22]2[CH2:23][CH2:24][C:25]3([C:26](=[O:36])[NH:27][CH2:28][N:29]3[c:30]3[cH:31][cH:32][cH:33][cH:34][cH:35]3)[CH2:37][CH2:38]2)[CH2:10][c:11]2[cH:12][c:13]([O:19][CH3:20])[c:14]([O:17][CH3:18])[cH:15][c:16]21>>[CH:1](=[O:3])[O:7][CH:8]1[CH:9]([CH2:21][N:22]2[CH2:23][CH2:24][C:25]3([C:26](=[O:36])[NH:27][CH2:28][N:29]3[c:30]3[cH:31][cH:32][cH:33][cH:34][cH:35]3)[CH2:37][CH2:38]2)[CH2:10][c:11]2[cH:12][c:13]([O:19][CH3:20])[c:14]([O:17][CH3:18])[cH:15][c:16]21.